From a dataset of the Open Reaction Database (ORD), a public repository of structured organic reaction records. describe an organic reaction: reactants, conditions, products, and yield Starting materials: C1(CCCC1)CC(=O)O (cyclopentylacetic acid), Cl.N[C@@H](C)C(=O)C1(C(N(C2=C(N(C1=O)CC1CC1)C=CC=C2)CC2CC2)=O)N (3-(L-Alaninyl)-amino-2,4-dioxo-1,5-bis-(cyclopropylmethyl)-2,3,4,5-tetrahydro-1H-1,5-benzodiazepine Hydrochloride). Yields the product C1(CCCC1)CC(=O)N[C@@H](C)C(=O)C1(C(N(C2=C(N(C1=O)CC1CC1)C=CC=C2)CC2CC2)=O)N (3-[N′-(Cyclopentylacetyl)-L-alaninyl]-amino-2,4-dioxo-1,5-bis-(cyclopropylmethyl)-2,3,4,5-tetrahydro-1H-1,5-benzodiazepine). Reaction SMILES: [CH:1]1([CH2:6][C:7]([OH:9])=O)[CH2:5][CH2:4][CH2:3][CH2:2]1.Cl.[NH2:11][C@H:12]([C:14]([C:16]1([NH2:37])[C:22](=[O:23])[N:21]([CH2:24][CH:25]2[CH2:27][CH2:26]2)[C:20]2[CH:28]=[CH:29][CH:30]=[CH:31][C:19]=2[N:18]([CH2:32][CH:33]2[CH2:35][CH2:34]2)[C:17]1=[O:36])=[O:15])[CH3:13]>>[CH:1]1([CH2:6][C:7]([NH:11][C@H:12]([C:14]([C:16]2([NH2:37])[C:22](=[O:23])[N:21]([CH2:24][CH:25]3[CH2:26][CH2:27]3)[C:20]3[CH:28]=[CH:29][CH:30]=[CH:31][C:19]=3[N:18]([CH2:32][CH:33]3[CH2:35][CH2:34]3)[C:17]2=[O:36])=[O:15])[CH3:13])=[O:9])[CH2:2][CH2:3][CH2:4][CH2:5]1 |f:1.2|. Procedure: Following General Procedure I above using cyclopentylacetic acid (Aldrich) and 3-(L-alaninyl)-amino-2,4-dioxo-1,5-bis-(cyclopropylmethyl)-2,3,4,5-tetrahydro-1H-1,5-benzodiazepine hydrochloride (Example 8-U), the title compound was prepared as a white foam. Purification was by flash chromatography eluting with CH2Cl2/EtOAc (1:1 gradient to 2:3). Rf=0.50 (CH2Cl2/EtOAc, 1:1). Reactants: C1(=CC=CC=C1)N1N=C(C(=C1)C=O)C1=CC=C(C=C1)Cl (1-phenyl-3-(p-chlorophenyl)-pyrazol-4-aldehyde), [BH4-].[Na+] (sodium borohydride). Solvent: C(C)O (ethanol), CN(C=O)C (dimethylformamide). Conditions: time 1 hour. Yields the product OCC=1C(=NN(C1)C1=CC=CC=C1)C1=CC=C(C=C1)Cl (4-hydroxymethyl-1-phenyl-3-(p-chlorophenyl)-pyrazol). Yield: 93.1%. As a reaction SMILES: [C:1]1([N:7]2[CH:11]=[C:10]([CH:12]=[O:13])[C:9]([C:14]3[CH:19]=[CH:18][C:17]([Cl:20])=[CH:16][CH:15]=3)=[N:8]2)[CH:6]=[CH:5][CH:4]=[CH:3][CH:2]=1.[BH4-].[Na+]>C(O)C.CN(C)C=O>[OH:13][CH2:12][C:10]1[C:9]([C:14]2[CH:15]=[CH:16][C:17]([Cl:20])=[CH:18][CH:19]=2)=[N:8][N:7]([C:1]2[CH:2]=[CH:3][CH:4]=[CH:5][CH:6]=2)[CH:11]=1 |f:1.2|. Procedure details: 80 grams 1-phenyl-3-(p-chlorophenyl)-pyrazol-4-aldehyde were dissolved in a mixture of 800 milliliters ethanol and 1200 milliliters dimethylformamide. To the solution thus obtained, 5.5 grams 95% sodium borohydride were added in small portions at 20°-25° C. The mixture was then stirred for one hour at room temperature. Thereafter, the reaction mixture was evaporated and the residue was taken up, with rubbing, with ethanol and water were thereafter added. The precipitate formed thereby was separa... Starting materials: COC1=C(C=C(C=C1)C)S(=O)(=O)Cl ((2-methoxy-5-methylphenyl)sulfonyl chloride), [H-].[Na+] (Sodium hydride), C1N(CCOC=2C1=C1C=CNC1=CC2)C(=O)OC(C)(C)C (tert-butyl 1,3,4,8-tetrahydro-2H-[1,4]oxazepino[6,7-e]indole-2-carboxylate), C1N(CCOC=2C1=C1C=CNC1=CC2)C(=O)OC(C)(C)C (tert-butyl 1,3,4,8-tetrahydro-2H-[1,4]oxazepino[6,7-e]indole-2-carboxylate), Cl (HCl). Solvent: O (water), C(Cl)Cl (DCM), CN(C)C=O (DMF), C(C)OCC (diethylether). Reaction conditions: time 20 minute. The product is COC1=C(C=C(C=C1)C)S(=O)(=O)N1C=CC2=C3C(=CC=C12)OCCNC3 (8-[(2-Methoxy-5-methylphenyl)sulfonyl]-1,3,4,8-tetrahydro-2H-[1,4]oxazepino[6,7-e]indole). The yield is 83.1%. Reaction SMILES: [H-].[Na+].[CH2:3]1[C:9]2=[C:10]3[C:14](=[CH:15][CH:16]=[C:8]2[O:7][CH2:6][CH2:5][N:4]1C(OC(C)(C)C)=O)[NH:13][CH:12]=[CH:11]3.[CH3:24][O:25][C:26]1[CH:31]=[CH:30][C:29]([CH3:32])=[CH:28][C:27]=1[S:33](Cl)(=[O:35])=[O:34].Cl>CN(C=O)C.O.C(Cl)Cl.C(OCC)C>[CH3:24][O:25][C:26]1[CH:31]=[CH:30][C:29]([CH3:32])=[CH:28][C:27]=1[S:33]([N:13]1[C:14]2[C:10](=[C:9]3[CH2:3][NH:4][CH2:5][CH2:6][O:7][C:8]3=[CH:16][CH:15]=2)[CH:11]=[CH:12]1)(=[O:34])=[O:35] |f:0.1|. Reported procedure: Sodium hydride (60% in mineral oil, 16.6 mg, 0.312 mmol) was added to a solution of tert-butyl 1,3,4,8-tetrahydro-2H-[1,4]oxazepino[6,7-e]indole-2-carboxylate (Intermediate 18, 0.060 g, 0.21 mmol) in DMF (3 mL). The mixture was stirred for 20 minutes at room temperature before (2-methoxy-5-methylphenyl)sulfonyl chloride (69 mg, 0.31 mmol) was added. The mixture was stirred for 20 minutes and diluted with water and DCM. The aqueous phase was adjusted to pH 3 with 1 M HCl and extracted with DCM (2... Run at time 4 hour. Reported procedure: To a solution of 1-[1-(quinolin-6-ylmethyl)-1H-[1,2,3]triazolo[4,5-b]pyrazin-6-yl]pyrrolidine-3-carboxylic acid (143 mg, 0.328 mmol) and 1-hydroxybenzotriazole hydrate (93 mg, 0.69 mmol) in DMF (4.0 mL) was added N-(3-dimethylaminopropyl)-N′-ethylcarbodiimide hydrochloride (132 mg, 0.690 mmol) followed by N-methyl morpholine (159 μL, 1.31 mmol). The resulting solution was stirred for 4 hours at room temperature then ammonia (7 N in methanol, 234 μL, 1.64 mmol) was added and the reaction was stir... The product is CN[C@H]1CN(CC1)C1=CN=C2C(=N1)N(N=N2)CC=2C=C1C=CC=NC1=CC2 ((3R)—N-methyl-1-[1-(quinolin-6-ylmethyl)-1H-[1,2,3]triazolo[4,5-b]pyrazin-6-yl]pyrrolidin-3-amine), mixture. The yield is 70.0%. Starting materials: O.ON1N=NC2=C1C=CC=C2 (1-hydroxybenzotriazole hydrate), Cl.CN(CCCN=C=NCC)C (N-(3-Dimethylaminopropyl)-N′-ethylcarbodiimide hydrochloride), CN1CCOCC1 (N-methyl morpholine), N (ammonia), N1=CC=CC2=CC(=CC=C12)CN1N=NC=2C1=NC(=CN2)N2CC(CC2)C(=O)O (1-[1-(quinolin-6-ylmethyl)-1H-[1,2,3]triazolo[4,5-b]pyrazin-6-yl]pyrrolidine-3-carboxylic acid), O.ON1N=NC2=C1C=CC=C2 (1-hydroxybenzotriazole hydrate), Cl.CN(CCCN=C=NCC)C (N-(3-dimethylaminopropyl)-N′-ethylcarbodiimide hydrochloride), CN1CCOCC1 (N-methyl morpholine), N (ammonia). Solvent: CN(C)C=O (DMF), C(C)(C)(C)OC (methyl tert-butyl ether). Reaction SMILES: [N:1]1[C:10]2[C:5](=[CH:6][C:7]([CH2:11][N:12]3[C:16]4=[N:17][C:18]([N:21]5[CH2:25][CH2:24][CH:23](C(O)=O)[CH2:22]5)=[CH:19][N:20]=[C:15]4[N:14]=[N:13]3)=[CH:8][CH:9]=2)[CH:4]=[CH:3][CH:2]=1.O.O[N:31]1[C:35]2C=CC=CC=2N=N1.Cl.CN(C)CCCN=C=NCC.CN1CCOCC1.N>CN(C=O)C.C(OC)(C)(C)C>[CH3:35][NH:31][C@@H:23]1[CH2:24][CH2:25][N:21]([C:18]2[N:17]=[C:16]3[N:12]([CH2:11][C:7]4[CH:6]=[C:5]5[C:10](=[CH:9][CH:8]=4)[N:1]=[CH:2][CH:3]=[CH:4]5)[N:13]=[N:14][C:15]3=[N:20][CH:19]=2)[CH2:22]1 |f:1.2,3.4|. The reactants are CN1CCN(c2ccc(N)cc2)CC1, CC(=O)O, Cc1cnc(Cl)nc1N. The product is Cc1cnc(Nc2ccc(N3CCN(C)CC3)cc2)nc1N. RXN SMILES: [CH3:10][N:11]1[CH2:12][CH2:13][N:14]([c:17]2[cH:18][cH:19][c:20]([NH2:23])[cH:21][cH:22]2)[CH2:15][CH2:16]1.[CH3:24][C:25](=[O:26])[OH:27].[Cl:1][c:2]1[n:3][cH:4][c:5]([CH3:9])[c:6]([NH2:8])[n:7]1>>[c:2]1([NH:23][c:20]2[cH:19][cH:18][c:17]([N:14]3[CH2:13][CH2:12][N:11]([CH3:10])[CH2:16][CH2:15]3)[cH:22][cH:21]2)[n:3][cH:4][c:5]([CH3:9])[c:6]([NH2:8])[n:7]1. The reactants are C[O-].[Na+] (sodium methoxide), C1(=CC=CC=C1)C (toluene), COC1=C(C(=O)C2=C(C=NC=C2C(F)(F)F)Cl)C(=CC(=C1OC)OC)C (4-(2,3,4-trimethoxy-6-methylbenzoyl)-3-chloro-5-trifluoromethylpyridine), CN(P(N(C)C)(N(C)C)=O)C (hexamethylphosphoric triamide). The solvent is O (Water). The product is COC1=C(C(=O)C2=C(C=NC=C2C(F)(F)F)OC)C(=CC(=C1OC)OC)C (4-(2,3,4-trimethoxy-6-methylbenzoyl)-3-methoxy-5-trifluoromethylpyridine). The yield is 63.9%. RXN SMILES: [CH3:1][O-:2].[Na+].C1(C)C=CC=CC=1.[CH3:11][O:12][C:13]1[C:31]([O:32][CH3:33])=[C:30]([O:34][CH3:35])[CH:29]=[C:28]([CH3:36])[C:14]=1[C:15]([C:17]1[C:22]([C:23]([F:26])([F:25])[F:24])=[CH:21][N:20]=[CH:19][C:18]=1Cl)=[O:16].CN(C)P(=O)(N(C)C)N(C)C>O>[CH3:11][O:12][C:13]1[C:31]([O:32][CH3:33])=[C:30]([O:34][CH3:35])[CH:29]=[C:28]([CH3:36])[C:14]=1[C:15]([C:17]1[C:22]([C:23]([F:26])([F:25])[F:24])=[CH:21][N:20]=[CH:19][C:18]=1[O:2][CH3:1])=[O:16] |f:0.1|. Reported procedure: 16.4 g (304 mmol) of sodium methoxide was added to a toluene 150 ml solution of 18.5 g (47.5 mmol) of 4-(2,3,4-trimethoxy-6-methylbenzoyl)-3-chloro-5-trifluoromethylpyridine obtained in step (c) and 16.6 ml (95.4 mmol) of hexamethylphosphoric triamide, followed by stirring under reflux by heating for 30 minutes. Water was added thereto to terminate the reaction, the aqueous layer was extracted with ethyl acetate, and the organic layer was dried over anhydrous sodium sulfate and subjected to filt... Starting materials: ClC1=NC=NC2=C1C1=C([Se]2)CCCC1 (4-chloro-5,6,7,8-tetrahydrobenzo[1,2-b]pyrimidino[5,4-d]selenophene), CSC=1SC(=C(N1)N)[N+](=O)[O-] (2-(methylthio)-5-nitrothiazol-4-amine), [OH-].[Na+] (NaOH). Solvent: CN(C)C=O (DMF). The product is CSC=1SC(=C(N1)NC1=NC=NC2=C1C1=C([Se]2)CCCC1)[N+](=O)[O-] ((2-methylthio-5-nitro(1,3-thiazol-4-yl))-5,6,7,8-tetrahydrobenzo[1,2-b]pyrimidino[5,6-d]selenophen-4-ylamine). RXN SMILES: Cl[C:2]1[C:7]2[C:8]3[CH2:14][CH2:13][CH2:12][CH2:11][C:9]=3[Se:10][C:6]=2[N:5]=[CH:4][N:3]=1.[CH3:15][S:16][C:17]1[S:18][C:19]([N+:23]([O-:25])=[O:24])=[C:20]([NH2:22])[N:21]=1.[OH-].[Na+]>CN(C=O)C>[CH3:15][S:16][C:17]1[S:18][C:19]([N+:23]([O-:25])=[O:24])=[C:20]([NH:22][C:2]2[C:7]3[C:8]4[CH2:14][CH2:13][CH2:12][CH2:11][C:9]=4[Se:10][C:6]=3[N:5]=[CH:4][N:3]=2)[N:21]=1 |f:2.3|. Reported procedure: To a solution of 4-chloro-5,6,7,8-tetrahydrobenzo[1,2-b]pyrimidino[5,4-d]selenophene (420 mg, 1.57 mmol) in DMF (8 mL) was added sequentially 2-(methylthio)-5-nitrothiazol-4-amine (300 mg, 1.57 mmol) and powdered NaOH (180 mg, 4.71 mmol) at rt. Work-up as described in example 2, gave the product as a yellow color solid, mp 204-206° C. 1H NMR (400 MHz, CDCl3): δ 10.52 (1H, s, exchangeable with D2O, —NH), 8.73 (1H, s, H-2), 3.11 (2H, t, J=5.2 Hz, H-8), 2.98 (2H, t, J=5.0 Hz, H-5), 2.75 (3H, s, —SC... Procedure details: To a flask with tert-butyl 2-(3-((S)-2-amino-3-phenylpropanamido)-5-(2-methylpyridin-4-yl)pyridin-2-yloxy)acetate (78.J) (58 mg, 0.13 mmol) was added thiazole-4-carbaldehyde (15 mg, 0.13 mmol). Dichloromathane was added as the solvent. Then acetic acid, glacial (8 mL, 0.13 mmol) was added followed by sodium triacetoxyborohydride (80 mg, 0.38 mmol). The reaction was stirred at room temperature for 1 hour and worked up with EtOAc and saturated NaHCO3 solution. Reverse phase HPLC purification affor... Yield: 35.7%. Reaction conditions: time 1 hour. RXN SMILES: [NH2:1][C@@H:2]([CH2:28][C:29]1[CH:34]=[CH:33][CH:32]=[CH:31][CH:30]=1)[C:3]([NH:5][C:6]1[C:7]([O:19][CH2:20][C:21]([O:23][C:24]([CH3:27])([CH3:26])[CH3:25])=[O:22])=[N:8][CH:9]=[C:10]([C:12]2[CH:17]=[CH:16][N:15]=[C:14]([CH3:18])[CH:13]=2)[CH:11]=1)=[O:4].[S:35]1[CH:39]=[C:38]([CH:40]=O)[N:37]=[CH:36]1.C(O[BH-](OC(=O)C)OC(=O)C)(=O)C.[Na+].C([O-])(O)=O.[Na+]>CCOC(C)=O.C(O)(=O)C>[CH3:18][C:14]1[CH:13]=[C:12]([C:10]2[CH:11]=[C:6]([NH:5][C:3](=[O:4])[C@@H:2]([NH:1][CH2:40][C:38]3[N:37]=[CH:36][S:35][CH:39]=3)[CH2:28][C:29]3[CH:30]=[CH:31][CH:32]=[CH:33][CH:34]=3)[C:7]([O:19][CH2:20][C:21]([O:23][C:24]([CH3:25])([CH3:26])[CH3:27])=[O:22])=[N:8][CH:9]=2)[CH:17]=[CH:16][N:15]=1 |f:2.3,4.5|. Reactants: C(=O)(O)[O-].[Na+] (NaHCO3), N[C@H](C(=O)NC=1C(=NC=C(C1)C1=CC(=NC=C1)C)OCC(=O)OC(C)(C)C)CC1=CC=CC=C1 (tert-Butyl 2-(3-((S)-2-amino-3-phenylpropanamido)-5-(2-methylpyridin-4-yl)pyridin-2-yloxy)acetate), S1C=NC(=C1)C=O (thiazole-4-carbaldehyde), C(C)(=O)O[BH-](OC(C)=O)OC(C)=O.[Na+] (sodium triacetoxyborohydride). The product is CC1=NC=CC(=C1)C=1C=C(C(=NC1)OCC(=O)OC(C)(C)C)NC([C@H](CC1=CC=CC=C1)NCC=1N=CSC1)=O (tert-Butyl 2-(5-(2-methylpyridin-4-yl)-3-((S)-3-phenyl-2-(thiazol-4-ylmethylamino)propanamido)pyridin-2-yloxy)acetate). The solvent is CCOC(=O)C (EtOAc), C(C)(=O)O (acetic acid). Reactants: C(C)(=O)C1=C(N=C(S1)N)C (5-acetyl-2-amino-4-methylthiazole), C(CC(C)C)ON=O (isoamylnitrite), C(C)(=O)OCC (ethyl acetate), O (water). The solvent is O1CCCC1 (tetrahydrofuran), CN(C=O)C (dimethylformamide). Yields the product C(C)(=O)C1=C(N=CS1)C (5-acetyl-4-methylthiazole). Yield: 54.6%. As a reaction SMILES: [C:1]([C:4]1[S:8][C:7](N)=[N:6][C:5]=1[CH3:10])(=[O:3])[CH3:2].C(ON=O)CC(C)C.C(OCC)(=O)C.O>O1CCCC1.CN(C)C=O>[C:1]([C:4]1[S:8][CH:7]=[N:6][C:5]=1[CH3:10])(=[O:3])[CH3:2]. Procedure: To a solution of 5-acetyl-2-amino-4-methylthiazole (15.6 g) in a mixture of tetrahydrofuran (200 ml) and dimethylformamide (50 ml) was added dropwise isoamylnitrite (14.6 g) at 50° C. to 55° C. with stirring and the mixture was stirred at 55° C. to 60° C. for 4 hours. The reaction mixture was poured into a mixture of ethyl acetate and water with stirring. The separated organic layer was washed with brine, dried over magnesium sulfate, and evaporated in vacuo. The residue was subjected to column ...